Task: describe an organic reaction: reactants, conditions, products, and yield. Dataset: the Open Reaction Database (ORD), a public repository of structured organic reaction records The reactants are CC(C)(C)OC(=O)N1Cc2cc3c(cc2CC1C(=O)O)OCC(c1ccc(OCC2CCCCC2)cc1)O3, CCN=C=NCCCN(C)C, COC(=O)C(N)Cc1ccc(-c2ccnc(C)c2C)cc1, ClCCl, Cl, Cl, On1nnc2ccccc21. The product is COC(=O)C(Cc1ccc(-c2ccnc(C)c2C)cc1)NC(=O)C1Cc2cc3c(cc2CN1C(=O)OC(C)(C)C)OC(c1ccc(OCC2CCCCC2)cc1)CO3. RXN SMILES: [C:1]([CH3:2])([CH3:3])([CH3:4])[O:5][C:6](=[O:7])[N:8]1[CH2:9][c:10]2[cH:11][c:12]3[c:13]([cH:14][c:15]2[CH2:16][CH:17]1[C:18](=[O:19])[OH:20])[O:21][CH2:22][CH:23]([c:25]1[cH:26][cH:27][c:28]([O:31][CH2:32][CH:33]2[CH2:34][CH2:35][CH2:36][CH2:37][CH2:38]2)[cH:29][cH:30]1)[O:24]3.[CH3:39][CH2:40][N:41]=[C:42]=[N:43][CH2:44][CH2:45][CH2:46][N:47]([CH3:48])[CH3:49].[CH3:62][O:63][C:64]([CH:65]([CH2:66][c:67]1[cH:68][cH:69][c:70](-[c:73]2[c:74]([CH3:80])[c:75]([CH3:79])[n:76][cH:77][cH:78]2)[cH:71][cH:72]1)[NH2:81])=[O:82].[Cl:83][CH2:84][Cl:85].[ClH:60].[ClH:61].[OH:50][n:51]1[c:52]2[c:53]([cH:54][cH:55][cH:56][cH:57]2)[n:58][n:59]1>>[C:1]([CH3:2])([CH3:3])([CH3:4])[O:5][C:6](=[O:7])[N:8]1[CH2:9][c:10]2[cH:11][c:12]3[c:13]([cH:14][c:15]2[CH2:16][CH:17]1[C:18](=[O:19])[NH:81][CH:65]([C:64]([O:63][CH3:62])=[O:82])[CH2:66][c:67]1[cH:68][cH:69][c:70](-[c:73]2[c:74]([CH3:80])[c:75]([CH3:79])[n:76][cH:77][cH:78]2)[cH:71][cH:72]1)[O:21][CH2:22][CH:23]([c:25]1[cH:26][cH:27][c:28]([O:31][CH2:32][CH:33]2[CH2:34][CH2:35][CH2:36][CH2:37][CH2:38]2)[cH:29][cH:30]1)[O:24]3. Reactants: C(C)(=O)OCC=1C(=NC=CC1C1=CN(C(C(=C1)Br)=O)C)N1C(C2=CC=3CC(CC3N2CC1)(C)C)=O ([4-(5-Bromo-1-methyl-6-oxo-1,6-dihydropyridin-3-yl)-2-{4,4-dimethyl-9-oxo-1,10-diazatricyclo[6.4.0.02,6]dodeca-2(6),7-dien-10-yl}pyridin-3-yl]methyl acetate), NC1=NC=CC=C1 (2-aminopyridine), C([O-])([O-])=O.[Cs+].[Cs+] (cesium carbonate), CC1(C2=C(C(=CC=C2)P(C3=CC=CC=C3)C4=CC=CC=C4)OC5=C(C=CC=C51)P(C6=CC=CC=C6)C7=CC=CC=C7)C (Xantphos). Reagents/catalysts: [Pd].[Pd].C(C1=CC=CC=C1)=CC(=O)C=CC1=CC=CC=C1.C(C1=CC=CC=C1)=CC(=O)C=CC1=CC=CC=C1.C(C1=CC=CC=C1)=CC(=O)C=CC1=CC=CC=C1 (tris(dibenzylideneacetone) dipalladium(0)). Run in ClCCl (dichloromethane), O1CCOCC1 (1,4-dioxane). Reaction conditions: temperature 80 celsius, time 3 hour. Product: C(C)(=O)OCC=1C(=NC=CC1C1=CN(C(C(=C1)NC1=NC=CC=C1)=O)C)N1C(C=2N(CC1)C1=C(C2)CC(C1)(C)C)=O ((2′-(7,7-dimethyl-1-oxo-3,4,7,8-tetrahydro-1H-cyclopenta[4,5]pyrrolo[1,2-a]pyrazin-2(6H)-yl)-1-methyl-6-oxo-5-(pyridin-2-ylamino)-1,6-dihydro-[3,4′-bipyridin]-3′-yl)methyl acetate). Reaction SMILES: [C:1]([O:4][CH2:5][C:6]1[C:7]([N:21]2[CH2:32][CH2:31][N:30]3[C:23](=[CH:24][C:25]4[CH2:26][C:27]([CH3:34])([CH3:33])[CH2:28][C:29]=43)[C:22]2=[O:35])=[N:8][CH:9]=[CH:10][C:11]=1[C:12]1[CH:17]=[C:16](Br)[C:15](=[O:19])[N:14]([CH3:20])[CH:13]=1)(=[O:3])[CH3:2].[NH2:36][C:37]1[CH:42]=[CH:41][CH:40]=[CH:39][N:38]=1.C(=O)([O-])[O-].[Cs+].[Cs+].CC1(C)C2C(=C(P(C3C=CC=CC=3)C3C=CC=CC=3)C=CC=2)OC2C(P(C3C=CC=CC=3)C3C=CC=CC=3)=CC=CC1=2>O1CCOCC1.ClCCl.[Pd].[Pd].C(=CC(C=CC1C=CC=CC=1)=O)C1C=CC=CC=1.C(=CC(C=CC1C=CC=CC=1)=O)C1C=CC=CC=1.C(=CC(C=CC1C=CC=CC=1)=O)C1C=CC=CC=1>[C:1]([O:4][CH2:5][C:6]1[C:7]([N:21]2[CH2:32][CH2:31][N:30]3[C:29]4[CH2:28][C:27]([CH3:34])([CH3:33])[CH2:26][C:25]=4[CH:24]=[C:23]3[C:22]2=[O:35])=[N:8][CH:9]=[CH:10][C:11]=1[C:12]1[CH:17]=[C:16]([NH:36][C:37]2[CH:42]=[CH:41][CH:40]=[CH:39][N:38]=2)[C:15](=[O:19])[N:14]([CH3:20])[CH:13]=1)(=[O:3])[CH3:2] |f:2.3.4,8.9.10.11.12|. Procedure details: Into a 1-dram vial was added 273a (40 mg, 0.074 mmol), 2-aminopyridine, (1.2 equiv), cesium carbonate (1.5 equiv), Xantphos (10 mol %) and tris(dibenzylideneacetone) dipalladium(0) (5 mol %) in dry 1,4-dioxane (0.2 M). The reaction was then stirred at 80° C. for 3 hours. After cooling to room temperature, the reaction was then diluted with dichloromethane (3 mL) and washed with water (2×3 mL). The organic layer was dried over magnesium sulfate, filtered and concentrated in vacuo. The crude produ...